Dataset: the Open Reaction Database (ORD), a public repository of structured organic reaction records. Task: describe an organic reaction: reactants, conditions, products, and yield Reactants: CN(CCO)CC=1SC=CC1 (2-[Methyl(2-thienylmethyl)amino]ethanol), C(#N)CC(=O)O (cyanoacetic acid), C1CCC(CC1)N=C=NC2CCCCC2 (DCC). The solvent is C1CCOC1 (THF). Reaction conditions: time 3 hour. The product is C(C)OC(C(N(CC=1SC=CC1)C)C#N)=O (Ethyl-2-[methyl(thienylmethyl)amino]-cyanoacetate). Yield: 98.7%. RXN SMILES: [CH3:1][N:2]([CH2:6][C:7]1[S:8][CH:9]=[CH:10][CH:11]=1)CCO.[C:12]([CH2:14][C:15]([OH:17])=[O:16])#[N:13].[CH2:18]1CCC(N=C=NC2CCCCC2)C[CH2:19]1>C1COCC1>[CH2:18]([O:16][C:15](=[O:17])[CH:14]([C:12]#[N:13])[N:2]([CH3:1])[CH2:6][C:7]1[S:8][CH:9]=[CH:10][CH:11]=1)[CH3:19]. Procedure: 2-[Methyl(2-thienylmethyl)amino]ethanol (0.017 mol, 3 g) and cyanoacetic acid (0.017 mol, 1.5 g) were dissolved in 200 mL of THF and DCC (0.019 mol, 3.8 g) was added. After 3 h, the resulting solid was removed and the filtrate was concentrated. The residue was passed through a six-inch silica plug using ether as solvent to give 4.0 g of product. 1H NMR (300 MHz) CDCl3: 7.25 (d, 1H), 7.0-6.8 (m, 2H), 4.33 (t, 2H) 3.76 (s, 2H), 3.47 (s, 2H), 2.70 (t, 2H), 2.35 (s, 3H). Starting materials: CN1CCC2(CC1)COC1=CC=3CCN(C3C=C12)C(C1=CC=C(C=C1)C=1C(=NC(=CC1)N1C(CCC1)=O)C)=O (1'-Methyl-5-[4-(2-methyl-6-(2-oxopyrrolidin-1-yl)pyridin-3-yl]benzoyl]-2,3,6,7-tetrahydrospiro[furo[2,3-f]indole-3,4'-piperidine]), ClC(=O)OC(C)Cl (1-chloroethyl chloroformate). Run in ClCCCl (1,2-dichloroethane). Product: CC1=NC(=CC=C1C1=CC=C(C(=O)N2CCC=3C=C4C(=CC23)C2(CCNCC2)CO4)C=C1)N1C(CCC1)=O (5-[4-(2-Methyl-6-(2-oxopyrrolidin-1-yl)pyridin-3-yl)benzoyl]-2,3,6,7-tetrahydrospiro[furo[2,3-f]indole-3,4'-piperidine]). Reaction SMILES: C[N:2]1[CH2:7][CH2:6][C:5]2([C:18]3[C:10](=[CH:11][C:12]4[CH2:13][CH2:14][N:15]([C:19](=[O:39])[C:20]5[CH:25]=[CH:24][C:23]([C:26]6[C:27]([CH3:38])=[N:28][C:29]([N:32]7[CH2:36][CH2:35][CH2:34][C:33]7=[O:37])=[CH:30][CH:31]=6)=[CH:22][CH:21]=5)[C:16]=4[CH:17]=3)[O:9][CH2:8]2)[CH2:4][CH2:3]1.ClC(OC(Cl)C)=O>ClCCCl>[CH3:38][C:27]1[C:26]([C:23]2[CH:22]=[CH:21][C:20]([C:19]([N:15]3[C:16]4[CH:17]=[C:18]5[C:5]6([CH2:8][O:9][C:10]5=[CH:11][C:12]=4[CH2:13][CH2:14]3)[CH2:6][CH2:7][NH:2][CH2:3][CH2:4]6)=[O:39])=[CH:25][CH:24]=2)=[CH:31][CH:30]=[C:29]([N:32]2[CH2:36][CH2:35][CH2:34][C:33]2=[O:37])[N:28]=1. Procedure: 1'-Methyl-5-[4-(2-methyl-6-(2-oxopyrrolidin-1-yl)pyridin-3-yl]benzoyl]-2,3,6,7-tetrahydrospiro[furo[2,3-f]indole-3,4'-piperidine] (E5, 0.30 g, 0.59 mmol) was stirred under argon in 1,2-dichloroethane (20 ml) with dilsopropylethylamine (0.15 ml, 0.89 mmol) and 1-chloroethyl chloroformate (0.16 ml, 1.5 mmol) for 16 h. The mixture was concentrated in vacuo, and the residue was heated at reflux in methanol (100 ml) for 1.5 h. The solution was evaporated to dryness, and this residue was dissolved in ...